Dataset: the Open Reaction Database (ORD), a public repository of structured organic reaction records. Task: describe an organic reaction: reactants, conditions, products, and yield Reactants: B, CC(=O)OC(C)=O, CSC, CO, CC(=O)O, Cl, Nc1ccc(OCc2cccc(F)c2)cc1, C1CCOC1. The product is CNc1ccc(OCc2cccc(F)c2)cc1. RXN SMILES: [BH3:31].[CH3:1][C:2]([O:3][C:4](=[O:5])[CH3:6])=[O:7].[CH3:28][S:29][CH3:30].[CH3:38][OH:39].[CH3:8][C:9](=[O:10])[OH:11].[ClH:32].[F:12][c:13]1[cH:14][c:15]([CH2:16][O:17][c:18]2[cH:19][cH:20][c:21]([NH2:24])[cH:22][cH:23]2)[cH:25][cH:26][cH:27]1.[O:33]1[CH2:34][CH2:35][CH2:36][CH2:37]1>>[CH3:1][NH:24][c:21]1[cH:20][cH:19][c:18]([O:17][CH2:16][c:15]2[cH:14][c:13]([F:12])[cH:27][cH:26][cH:25]2)[cH:23][cH:22]1. The product is ClC1=CC(=C(C=C1O)NC1=C(C=NC2=CC(=C(C=C12)OC)OCCCN(C)C)C#N)F (4-(4-Chloro-2-fluoro-5-hydroxy-phenylamino)-7-(3-dimethylamino-propoxy)-6-methoxy-quinoline-3-carbonitrile). Procedure: A mixture of 0.8 g (1.83 mmol) of 4-(4-chloro-2-fluoro-5-hydroxy-phenylamino)-7-(3-chloro-propoxy)-6-methoxy-quinoline-3-carbonitrile and 0.055 g of sodium iodide in 15.6 ml of 2M dimethylamine in tetrahydrofuran was placed in a sealed tube and heated to 125° C. for 2.5 hr. The solvent was removed and the residue was mixed with warm ethyl acetate and saturated sodium bicarbonate solution. The organic layer was separated and dried over magnesium sulfate. Solvent was removed and the residue was tr... Run in O1CCCC1 (tetrahydrofuran). Conditions: temperature 125 celsius. Starting materials: ClC1=CC(=C(C=C1O)NC1=C(C=NC2=CC(=C(C=C12)OC)OCCCCl)C#N)F (4-(4-chloro-2-fluoro-5-hydroxy-phenylamino)-7-(3-chloro-propoxy)-6-methoxy-quinoline-3-carbonitrile), [I-].[Na+] (sodium iodide), CNC (dimethylamine). As a reaction SMILES: [Cl:1][C:2]1[C:7]([OH:8])=[CH:6][C:5]([NH:9][C:10]2[C:19]3[C:14](=[CH:15][C:16]([O:22][CH2:23][CH2:24][CH2:25]Cl)=[C:17]([O:20][CH3:21])[CH:18]=3)[N:13]=[CH:12][C:11]=2[C:27]#[N:28])=[C:4]([F:29])[CH:3]=1.[I-].[Na+].[CH3:32][NH:33][CH3:34]>O1CCCC1>[Cl:1][C:2]1[C:7]([OH:8])=[CH:6][C:5]([NH:9][C:10]2[C:19]3[C:14](=[CH:15][C:16]([O:22][CH2:23][CH2:24][CH2:25][N:33]([CH3:34])[CH3:32])=[C:17]([O:20][CH3:21])[CH:18]=3)[N:13]=[CH:12][C:11]=2[C:27]#[N:28])=[C:4]([F:29])[CH:3]=1 |f:1.2|. The reactants are SC1=NC(=CC(=N1)O)O (2-mercaptopyrimidine-4,6-diol), C(C)(=O)[O-].[Na+] (sodium acetate), FC1=C(CBr)C=CC=C1F (2,3-difluorobenzyl bromide). Solvent: O (water), C(C)#N (acetonitrile). Run at temperature 40 celsius. Product: FC1=C(CSC2=NC(=CC(=N2)O)O)C=CC=C1F (2[(2,3-Difluorobenzyl)thio]pyrimidine-4,6-diol). RXN SMILES: [SH:1][C:2]1[N:7]=[C:6]([OH:8])[CH:5]=[C:4]([OH:9])[N:3]=1.C([O-])(=O)C.[Na+].[F:15][C:16]1[C:23]([F:24])=[CH:22][CH:21]=[CH:20][C:17]=1[CH2:18]Br>O.C(#N)C>[F:15][C:16]1[C:23]([F:24])=[CH:22][CH:21]=[CH:20][C:17]=1[CH2:18][S:1][C:2]1[N:7]=[C:6]([OH:8])[CH:5]=[C:4]([OH:9])[N:3]=1 |f:1.2|. Procedure: To a slurry of 2-mercaptopyrimidine-4,6-diol (55.6 g) in water (735 ml) was added sodium acetate (47.4 g) with stirring forming a complete solution over 20 minutes. A solution of 2,3-difluorobenzyl bromide (80 g) in acetonitrile (73.5 ml) was then added dropwise over 15 minutes and the resulting mixture heated at 40° C. with stirring for 18 h. After cooling to ambient temperature the resulting precipitate was then filtered and washed with H2O (1 L) before drying in vacuo at 100° C. to afford the... As a reaction SMILES: [N:1]1[CH:6]=[CH:5][C:4]([C:7]2[N:11]=[C:10]([C:12]3[CH:17]=[CH:16][N:15]=[CH:14][N:13]=3)[NH:9][N:8]=2)=[N:3][CH:2]=1.[H-].[Na+].[CH3:20]I>O1CCCC1>[CH3:20][N:8]1[C:7]([C:4]2[CH:5]=[CH:6][N:1]=[CH:2][N:3]=2)=[N:11][C:10]([C:12]2[CH:17]=[CH:16][N:15]=[CH:14][N:13]=2)=[N:9]1 |f:1.2|. Starting materials: N1=CN=C(C=C1)C1=NNC(=N1)C1=NC=NC=C1 (3,5-bis(4-pyrimidinyl)-1,2,4-triazole), [H-].[Na+] (sodium hydride), CI (methyl iodide). The solvent is O1CCCC1 (tetrahydrofuran). Reported procedure: To 3,5-bis(4-pyrimidinyl)-1,2,4-triazole (2.3 g.) in dry tetrahydrofuran (125 ml.) is added 57% sodium hydride in mineral oil (0.46 g.). After refluxing 0.5 hour, methyl iodide (1.4 g.) is added and the mixture is heated at reflux an additional three hours. The reaction mixture is cooled, filtered and concentrated to a solid which after recrystallization yields substantially pure 1-methyl-3,5-bis(4-pyrimidinyl)-1,2,4-triazole. Product: CN1N=C(N=C1C1=NC=NC=C1)C1=NC=NC=C1 (1-methyl-3,5-bis(4-pyrimidinyl)-1,2,4-triazole). Starting materials: CN(C)c1cccc2c(S(=O)(=O)Cl)cccc12, CN(C)c1ccncc1, Nc1ccc(Cl)nn1, c1ccncc1. Yields the product CN(C)c1cccc2c(S(=O)(=O)Nc3ccc(Cl)nn3)cccc12. Reaction SMILES: [CH3:1][N:2]([c:3]1[c:4]2[cH:5][cH:6][cH:7][c:8]([S:13](=[O:14])(=[O:15])[Cl:16])[c:9]2[cH:10][cH:11][cH:12]1)[CH3:17].[CH3:26][N:27]([CH3:28])[c:29]1[cH:30][cH:31][n:32][cH:33][cH:34]1.[NH2:18][c:19]1[n:20][n:21][c:22]([Cl:25])[cH:23][cH:24]1.[cH:35]1[cH:36][cH:37][n:38][cH:39][cH:40]1>>[CH3:1][N:2]([c:3]1[c:4]2[cH:5][cH:6][cH:7][c:8]([S:13](=[O:14])(=[O:15])[NH:18][c:19]3[n:20][n:21][c:22]([Cl:25])[cH:23][cH:24]3)[c:9]2[cH:10][cH:11][cH:12]1)[CH3:17]. Product: C1(=C(C(=CC(=C1)C)C)N=NNC1=C(C=C(C=C1C)C)C)C (1,3-Dimesityltriazene). Starting materials: [Mg] (magnesium), [Li+].[Cl-] (LiCl), C1(=C(C)C=C(C)C=C1C)[Mg]Br (MesMgBr), BrC1=C(C=C(C=C1C)C)C (2-bromomesitylene), [Li+].[Cl-] (LiCl), N(=[N+]=[N-])C1=C(C=C(C=C1C)C)C (2-azidomesitylene). Reaction SMILES: [C:1]1([Mg]Br)[C:8]([CH3:9])=[CH:7][C:5]([CH3:6])=[CH:4][C:2]=1[CH3:3].[Li+].[Cl-].[Mg].BrC1C(C)=CC(C)=CC=1C.[N:25]([C:28]1[C:33]([CH3:34])=[CH:32][C:31]([CH3:35])=[CH:30][C:29]=1[CH3:36])=[N+:26]=[N-:27]>C1COCC1>[C:2]1([CH3:3])[CH:4]=[C:5]([CH3:6])[CH:7]=[C:8]([CH3:9])[C:1]=1[N:27]=[N:26][NH:25][C:28]1[C:33]([CH3:34])=[CH:32][C:31]([CH3:35])=[CH:30][C:29]=1[CH3:36] |f:1.2|. Procedure: A THF solution of MesMgBr.LiCl is first prepared by an adaptation the procedure of Knochel et al. To a stirred suspension of magnesium turnings (0.72 g, 30 mmol) and anhydrous LiCl (1.26 g, 30 mmol) in anhydrous THF (40 mL) is added 2-bromomesitylene (5.05 mL, 33 mmol). The exothermic reaction initiates slowly and is allowed to stir overnight at room temperature. To the resulting mixture, which is cooled to 0° C., is added 2-azidomesitylene (4.59 g, 28.5 mmol). Stirring is continued for 1 hour a... Solvent: C1CCOC1 (THF), C1CCOC1 (THF). Reaction conditions: time 8 hour. Isolated yield 92.0%. The reactants are CC(C)(C)[O-].[K+] (potassium tert-butylate), C1(=CC=CC=C1)N=C=O (phenyl isocyanate), C1(=CC=CC=C1)N1N=CC(=C1N)C#N (1-phenyl-4-cyano-5-aminopyrazole). The solvent is C1(=CC=CC=C1)C (toluene). Run at temperature 80 celsius. Yields the product C1(=CC=CC=C1)N1N=CC(=C1NC(=O)NC1=CC=CC=C1)C#N (1-Phenyl-4-cyano-5-(phenylureido)-pyrazole). Yield: 96.0%. As a reaction SMILES: CC([O-])(C)C.[K+].[C:7]1([N:13]=[C:14]=[O:15])[CH:12]=[CH:11][CH:10]=[CH:9][CH:8]=1.[C:16]1([N:22]2[C:26]([NH2:27])=[C:25]([C:28]#[N:29])[CH:24]=[N:23]2)[CH:21]=[CH:20][CH:19]=[CH:18][CH:17]=1>C1(C)C=CC=CC=1>[C:16]1([N:22]2[C:26]([NH:27][C:14]([NH:13][C:7]3[CH:12]=[CH:11][CH:10]=[CH:9][CH:8]=3)=[O:15])=[C:25]([C:28]#[N:29])[CH:24]=[N:23]2)[CH:17]=[CH:18][CH:19]=[CH:20][CH:21]=1 |f:0.1|. Reported procedure: 9.0 g (80 mmol) of potassium tert-butylate and 8.7 ml (80 mmol) of phenyl isocyanate were added to a solution of 5.52 g (30 mmol) of 1-phenyl-4-cyano-5-aminopyrazole in 100 ml of toluene. The mixture was heated for 15 hours at 80° C. and then cooled, the insoluble constituents were separated off and the resulting solution was acidified with acetic acid, the product crystallizing out. Yield: 96%. Starting materials: FC(C=1C([C@H]2CC[C@@]3(C1C=1C=CC4=C(N=NN4)C1C3)C2)=O)(F)F ((8S,10aR)-6-(trifluoromethyl)-3,9,10,11-tetrahydro-8,10a-methanocyclohepta[1,2]indeno[4,5-d][1,2,3]triazol-7(8H)-one), [BH4-].[Na+] (sodium borohydride). Solvent: C(C)O (ethanol). Run at time 1 hour. Yields the product FC(C=1[C@@H]([C@@H]2CC[C@]3(C1C=1C=CC4=C(N=NN4)C1C3)C2)O)(F)F ((7R,8R,10aS)-6-(trifluoromethyl)-3,7,8,9,10,11-hexahydro-8,10a-methanocyclohepta[1,2]indeno[4,5-d][1,2,3]triazol-7-ol). Reaction SMILES: [F:1][C:2]([F:23])([F:22])[C:3]1[C:4](=[O:21])[C@@H:5]2[CH2:20][C@@:8]3([CH2:19][C:18]4[C:14]5[N:15]=[N:16][NH:17][C:13]=5[CH:12]=[CH:11][C:10]=4[C:9]=13)[CH2:7][CH2:6]2.[BH4-].[Na+]>C(O)C>[F:22][C:2]([F:1])([F:23])[C:3]1[C@H:4]([OH:21])[C@H:5]2[CH2:20][C@:8]3([CH2:19][C:18]4[C:14]5[N:15]=[N:16][NH:17][C:13]=5[CH:12]=[CH:11][C:10]=4[C:9]=13)[CH2:7][CH2:6]2 |f:1.2|. Procedure details: A solution of (8S,10aR)-6-(trifluoromethyl)-3,9,10,11-tetrahydro-8,10a-methanocyclohepta[1,2]indeno[4,5-d][1,2,3]triazol-7(8H)-one (6.0 mg, 0.019 mmol) in ethanol (0.5 mL) was cooled to 0° C. and solid sodium borohydride (2.8 mg, 0.075 mmol) was added. After 1 hour, the reaction was quenched by addition of water and was directly loaded onto a reverse phase HPLC column eluting with MeCN/water (10:90 to 90:10). The fraction containing the desired product was concentrated under vacuum and then part...